From a dataset of the Open Reaction Database (ORD), a public repository of structured organic reaction records. describe an organic reaction: reactants, conditions, products, and yield Reactants: [Na] (sodium), ClC1=CC(=C(C=C1)NC(=O)N)S (4-chloro-2-mercaptophenylurea), C(C)(=O)O (acetic acid). Run in O (water), O (water). Run at time 5 hour. Yields the product ClC1=CC2=C(N=C(S2)C)C=C1 (6-chloro-2-methylbenzothiazole). The yield is 93.3%. RXN SMILES: [Na].[Cl:2][C:3]1[CH:8]=[CH:7][C:6]([NH:9][C:10](N)=O)=[C:5]([SH:13])[CH:4]=1.[C:14](O)(=O)C>O>[Cl:2][C:3]1[CH:8]=[CH:7][C:6]2[N:9]=[C:10]([CH3:14])[S:13][C:5]=2[CH:4]=1 |^1:0|. Procedure: 112.25 parts of the sodium salt of 4-chloro-2-mercaptophenylurea, which salt is obtainable according to Example 6 of European Pat. No. 0,039,483, are suspended in 450 parts of glacial acetic acid in an autoclave. The pressure vessel is closed and heated slowly to 150° C.-160° C. in the course of 2 hours, a pressure of about 5 bar being established. The water formed is discharged continuously via a pressure release valve. The reaction is complete after 5 hours. The autoclave is cooled to room tem...